From a dataset of the Open Reaction Database (ORD), a public repository of structured organic reaction records. describe an organic reaction: reactants, conditions, products, and yield Starting materials: [Mn](=O)(=O)(=O)[O-].[K+] (potassium permanganate), BrC=1C=C(N(C1)C1=NC=CC=C1Cl)C=O (4-bromo-1-(3-chloro-2-pyridinyl)-1H-pyrrole-2-carbaldehyde), CC(=O)C (acetone), [OH-].[Na+] (sodium hydroxide). The solvent is O (water). Reaction conditions: temperature 60 celsius, time 8 hour. Yields the product BrC=1C=C(N(C1)C1=NC=CC=C1Cl)C(=O)O (4-bromo-1-(3-chloro-2-pyridinyl)-1H-pyrrole-2-carboxylic acid). Reaction SMILES: [Mn]([O-])(=O)(=O)=O.[K+].[Br:7][C:8]1[CH:9]=[C:10]([CH:20]=[O:21])[N:11]([C:13]2[C:18]([Cl:19])=[CH:17][CH:16]=[CH:15][N:14]=2)[CH:12]=1.CC(C)=[O:24].[OH-].[Na+]>O>[Br:7][C:8]1[CH:9]=[C:10]([C:20]([OH:24])=[O:21])[N:11]([C:13]2[C:18]([Cl:19])=[CH:17][CH:16]=[CH:15][N:14]=2)[CH:12]=1 |f:0.1,4.5|. Procedure: An aqueous solution of 1.2 g of potassium permanganate in 10 ml of water was added dropwise to a mixture of 0.72 g of 4-bromo-1-(3-chloro-2-pyridinyl)-1H-pyrrole-2-carbaldehyde and 15 ml of acetone while the mixture was retained at 40° C. The mixture was then stirred at 60° C. for 8 hours. Precipitates were filtered off to obtain a filtrate. The filtrate was adjusted to pH 10-12 by an addition of a 2N aqueous sodium hydroxide solution, and then washed with chloroform two times. The aqueous layer... Starting materials: OCCCBr, Cc1ccccc1, CN1CCNCC1. Product: CN1CCN(CCCO)CC1. As a reaction SMILES: [Br:8][CH2:9][CH2:10][CH2:11][OH:12].[CH3:13][c:14]1[cH:15][cH:16][cH:17][cH:18][cH:19]1.[CH3:1][N:2]1[CH2:3][CH2:4][NH:5][CH2:6][CH2:7]1>>[CH3:1][N:2]1[CH2:3][CH2:4][N:5]([CH2:9][CH2:10][CH2:11][OH:12])[CH2:6][CH2:7]1.